From a dataset of the Open Reaction Database (ORD), a public repository of structured organic reaction records. describe an organic reaction: reactants, conditions, products, and yield Reactants: CN(/C=C/C(=O)C=1C=NN2N=C(C=CC21)OC)C ((2E)-3-(dimethylamino)-1-(6-methoxypyrazolo[1,5-b]pyridazin-3-yl)-2-propen-1-one), CN1CCN(CC1)C1=CC=C(C=C1)NC(=N)N (N-[4-(4-methyl-1-piperazinyl)phenyl]guanidine), C([O-])([O-])=O.[K+].[K+] (potassium carbonate), Cl (HCl). Run at temperature 130 celsius. Procedure details: To a solution (2E)-3-(dimethylamino)-1-(6-methoxypyrazolo[1,5-b]pyridazin-3-yl)-2-propen-1-one (40 mg, 0.16 mmol) in DMF (2.0 mL) was added N-[4-(4-methyl-1-piperazinyl)phenyl]guanidine.HCl (99 mg, 0.32 mmol) and potassium carbonate (112 mg, 0.80 mmol). The reaction was heated at an oil bath temperature of 130° C. for about 18 hours. The mixture was cooled to RT and the solvent was removed in vacuo. The residue was dissolved in chloroform and filtered. The filtrate was concentrated in vacuo then... Solvent: CN(C)C=O (DMF). The product is COC=1C=CC=2N(N1)N=CC2C2=NC(=NC=C2)NC2=CC=C(C=C2)N2CCN(CC2)C (4-(6-Methoxypyrazolo[1,5-b]pyridazin-3-yl)-N-[4-(4-methyl-1-piperazinyl)phenyl]-2-pyrimidinamine). Yield: 18.0%. As a reaction SMILES: CN(C)/[CH:3]=[CH:4]/[C:5]([C:7]1[CH:8]=[N:9][N:10]2[C:15]=1[CH:14]=[CH:13][C:12]([O:16][CH3:17])=[N:11]2)=O.[CH3:19][N:20]1[CH2:25][CH2:24][N:23]([C:26]2[CH:31]=[CH:30][C:29]([NH:32][C:33]([NH2:35])=[NH:34])=[CH:28][CH:27]=2)[CH2:22][CH2:21]1.Cl.C(=O)([O-])[O-].[K+].[K+]>CN(C=O)C>[CH3:17][O:16][C:12]1[CH:13]=[CH:14][C:15]2[N:10]([N:9]=[CH:8][C:7]=2[C:5]2[CH:4]=[CH:3][N:35]=[C:33]([NH:32][C:29]3[CH:28]=[CH:27][C:26]([N:23]4[CH2:24][CH2:25][N:20]([CH3:19])[CH2:21][CH2:22]4)=[CH:31][CH:30]=3)[N:34]=2)[N:11]=1 |f:3.4.5|. Reactants: BrCC(=O)OCC (ethyl bromoacetate), FC=1C=C(C=C(C1)C1(CCOCC1)OC)O (3-fluoro-5-(4-methoxy-3,4,5,6-tetrahydro-2H-pyran-4-yl)phenol), C(=O)([O-])[O-].[K+].[K+] (K2CO3). Solvent: CN(C=O)C (dimethylformamide). Run at time 16 hour. Yields the product FC=1C=C(OCC(=O)OCC)C=C(C1)C1(CCOCC1)OC (ethyl 3-fluoro-5-(4-methoxy-3,4,5,6-tetrahydro-2H-pyran-4-yl)phenoxyacetate). The yield is 73.9%. Reaction SMILES: Br[CH2:2][C:3]([O:5][CH2:6][CH3:7])=[O:4].[F:8][C:9]1[CH:10]=[C:11]([OH:23])[CH:12]=[C:13]([C:15]2([O:21][CH3:22])[CH2:20][CH2:19][O:18][CH2:17][CH2:16]2)[CH:14]=1.C([O-])([O-])=O.[K+].[K+]>CN(C)C=O>[F:8][C:9]1[CH:10]=[C:11]([CH:12]=[C:13]([C:15]2([O:21][CH3:22])[CH2:16][CH2:17][O:18][CH2:19][CH2:20]2)[CH:14]=1)[O:23][CH2:2][C:3]([O:5][CH2:6][CH3:7])=[O:4] |f:2.3.4|. Procedure: A mixture of ethyl bromoacetate (0.5 g, 3 mmol), 3-fluoro-5-(4-methoxy-3,4,5,6-tetrahydro-2H-pyran-4-yl)phenol (Example 8, Step 4) (0.3 g, 1.3 mmol) and K2CO3 (0.11 g, 0.8 mmol) in dimethylformamide (5.0 mL) was stirred at room temperature for 16 h under an argon atmosphere. The reaction mixture was partitioned between 5% citric acid (25 mL) and EtOAc (25 mL). The organic phase was washed with water, dried (Na2SO4), filtered and concentrated. The resulting syrup was purified by flash column chro... The reactants are NC1=C(C=C(C=C1)Br)C1(CCCCC1)O (1-(2-amino-5-bromo-phenyl)cyclohexanol), C(=O)(C=1NC=CN1)C=1NC=CN1 (carbonyl diimidazole). Product: BrC=1C=CC2=C(C1)C1(CCCCC1)OC(N2)=O (6-Bromo-spiro[4H-3,1-benzoxazine-4,1′-cyclohexane]-2-(1H)-one). Reaction SMILES: [NH2:1][C:2]1[CH:7]=[CH:6][C:5]([Br:8])=[CH:4][C:3]=1[C:9]1([OH:15])[CH2:14][CH2:13][CH2:12][CH2:11][CH2:10]1.[C:16](C1NC=CN=1)(C1NC=CN=1)=[O:17]>>[Br:8][C:5]1[CH:6]=[CH:7][C:2]2[NH:1][C:16](=[O:17])[O:15][C:9]3([CH2:14][CH2:13][CH2:12][CH2:11][CH2:10]3)[C:3]=2[CH:4]=1. Reported procedure: Prepared from 1-(2-amino-5-bromo-phenyl)cyclohexanol and carbonyl diimidazole according to the procedure of Example 2. Off-white solid: mp 208-210° C. 1H-NMR (DMSO-d6) δ 10.26 (s, 1H), 7.45 (d, 1H, J=2.2 Hz), 7.39 (dd, 1H, J=8.2, 2.2 Hz), 6.81 (d, 1H, J=8.3 Hz), 1.90-1.97 (m, 2H), 1.80-1.85 (m, 5H), 1.25-1.35 (m, 1H), MS (APCI) m/z 296 ([M+H]+, 68%). Reactants: CN(C1(CCC(CC1)(O)CCCC#C[Si](CC)(CC)CC)C1=CC=CC=C1)C (4-dimethylamino-4-phenyl-1-(5-triethylsilanyl-pent-4-inyl)cyclohexanol), NC1=C(C=NC=C1)I (4-amino-3-iodopyridine), C([O-])([O-])=O.[Na+].[Na+] (sodium carbonate). The reagents and catalysts are C(C)(C)C1=C(C(=CC=C1)C(C)C)N1C(N(C=C1)C1=C(C=CC=C1C(C)C)C(C)C)=[Pd-2](C1=NC=CC=C1Cl)Cl ([1,3-bis-(2,6-diisopropylphenyl)imidazol-2-ylidene]-(3-chloropyridyl)palladium(II)-chloride). The solvent is O=O (oxygen). Conditions: temperature 100 celsius, time 20 hour. Yields the product CN(C1(CCC(CC1)(O)CCCC1=C(NC2=C1C=NC=C2)[Si](CC)(CC)CC)C2=CC=CC=C2)C (4-Dimethylamino-4-phenyl-1-[3-(2-triethylsilanyl-1H-pyrrolo[3,2-c]pyridin-3-yl)propyl]-cyclohexanol). As a reaction SMILES: [CH3:1][N:2]([CH3:28])[C:3]1([C:22]2[CH:27]=[CH:26][CH:25]=[CH:24][CH:23]=2)[CH2:8][CH2:7][C:6]([CH2:10][CH2:11][CH2:12][C:13]#[C:14][Si:15]([CH2:20][CH3:21])([CH2:18][CH3:19])[CH2:16][CH3:17])([OH:9])[CH2:5][CH2:4]1.[NH2:29][C:30]1[CH:35]=[CH:34][N:33]=[CH:32][C:31]=1I.C(=O)([O-])[O-].[Na+].[Na+]>O=O.C(C1C=CC=C(C(C)C)C=1N1C=CN(C2C(C(C)C)=CC=CC=2C(C)C)C1=[Pd-2](Cl)C1C(Cl)=CC=CN=1)(C)C>[CH3:28][N:2]([CH3:1])[C:3]1([C:22]2[CH:23]=[CH:24][CH:25]=[CH:26][CH:27]=2)[CH2:8][CH2:7][C:6]([CH2:10][CH2:11][CH2:12][C:13]2[C:31]3[CH:32]=[N:33][CH:34]=[CH:35][C:30]=3[NH:29][C:14]=2[Si:15]([CH2:20][CH3:21])([CH2:18][CH3:19])[CH2:16][CH3:17])([OH:9])[CH2:5][CH2:4]1 |f:2.3.4|. Procedure details: A suspension of 4-dimethylamino-4-phenyl-1-(5-triethylsilanyl-pent-4-inyl)cyclohexanol (741 mg, 1.85 mmol), 4-amino-3-iodopyridine (488 mg, 2.22 mmol), [1,3-bis-(2,6-diisopropylphenyl)imidazol-2-ylidene]-(3-chloropyridyl)palladium(II)-chloride (PEPPSI, 251 mg, 0.37 mmol) and sodium carbonate (980 mg, 9.25 mmol) in oxygen-free N,N-dimethylformamide (10 mL) was stirred for 20 h at 100° C. The reaction mixture was then concentrated to low volume in a vacuum, the residue repeatedly taken up in toluo... Starting materials: C(C)OC(=O)C=1C(=C2C(=C(N1)C#N)N(C=C2Cl)CC2=CC(=CC=C2)OC)OC(C)=O (4-acetoxy-3-chloro-7-cyano-1-(3-methoxy-benzyl)-1H-pyrrolo[2,3-c]pyridine-5-carboxylic acid ethyl ester), NCC(=O)O (glycine), C[O-].[Na+].CO (NaOMe HOMe). Product: ClC1=CN(C2=C(N=C(C(=C21)O)C(=O)NCC(=O)O)C#N)CC2=CC(=CC=C2)OC ({[3-Chloro-7-cyano-4-hydroxy-1-(3-methoxy-benzyl)-1H-pyrrolo[2,3-c]pyridine-5-carbonyl]-amino}-acetic acid). Reaction SMILES: C([O:3][C:4]([C:6]1[C:7]([O:27]C(=O)C)=[C:8]2[C:16]([Cl:17])=[CH:15][N:14]([CH2:18][C:19]3[CH:24]=[CH:23][CH:22]=[C:21]([O:25][CH3:26])[CH:20]=3)[C:9]2=[C:10]([C:12]#[N:13])[N:11]=1)=O)C.[NH2:31][CH2:32][C:33]([OH:35])=[O:34].C[O-].[Na+].CO>>[Cl:17][C:16]1[C:8]2[C:9](=[C:10]([C:12]#[N:13])[N:11]=[C:6]([C:4]([NH:31][CH2:32][C:33]([OH:35])=[O:34])=[O:3])[C:7]=2[OH:27])[N:14]([CH2:18][C:19]2[CH:24]=[CH:23][CH:22]=[C:21]([O:25][CH3:26])[CH:20]=2)[CH:15]=1 |f:2.3.4|. Procedure details: Prepared in analogy to that of Example 1(e) from 4-acetoxy-3-chloro-7-cyano-1-(3-methoxy-benzyl)-1H-pyrrolo[2,3-c]pyridine-5-carboxylic acid ethyl ester, glycine and NaOMe/HOMe. The title compound, ESI MS (m/z): 415 (M+H)+. Reactants: BrC=1C=NC=2N(C1)N=C(C2)C2CCC2 (6-Bromo-2-cyclobutyl-pyrazolo[1,5-a]pyrimidine), C1(=CC=CC=C1)C#C (phenylacetylene). The product is C1(CCC1)C1=NN2C(N=CC(=C2)C#CC2=CC=CC=C2)=C1 (2-Cyclobutyl-6-phenylethynyl-pyrazolo[1,5-a]pyrimidine). RXN SMILES: Br[C:2]1[CH:3]=[N:4][C:5]2[N:6]([N:8]=[C:9]([CH:11]3[CH2:14][CH2:13][CH2:12]3)[CH:10]=2)[CH:7]=1.[C:15]1([C:21]#[CH:22])[CH:20]=[CH:19][CH:18]=[CH:17][CH:16]=1>>[CH:11]1([C:9]2[CH:10]=[C:5]3[N:4]=[CH:3][C:2]([C:22]#[C:21][C:15]4[CH:20]=[CH:19][CH:18]=[CH:17][CH:16]=4)=[CH:7][N:6]3[N:8]=2)[CH2:14][CH2:13][CH2:12]1. Procedure details: The title compound, light brown solid, MS: m/e=274.3 (M+H+), can be prepared in accordance with the general method of example 1 from 6-bromo-2-cyclobutyl-pyrazolo[1,5-a]pyrimidine (example 18, step 1) and phenylacetylene. Reactants: BrC(C(=O)Br)C (2-bromopropionyl bromide), N1=CC=CC=C1 (pyridine), C12(CCCCC1)OC1=C(C(N2)=O)C=CC=C1 (spiro[2,3-dihydro-4H-1,3-benzoxazine-2,1'-cyclohexan]-4-one), O (water). Solvent: C(Cl)Cl (methylene chloride), C(Cl)Cl (methylene chloride), C(Cl)Cl (methylene chloride). Conditions: time 6 hour. Product: BrC(C(=O)N1C(C2=C(OC13CCCCC3)C=CC=C2)=O)C (3-(2-bromopropionyl)-spiro[2,3-dihydro-4H-1,3-benzoxazine-2,1'-cyclohexan]-4-one). RXN SMILES: [Br:1][CH:2]([CH3:6])[C:3](Br)=[O:4].N1C=CC=CC=1.[C:13]12([NH:23][C:22](=[O:24])[C:21]3[CH:25]=[CH:26][CH:27]=[CH:28][C:20]=3[O:19]1)[CH2:18][CH2:17][CH2:16][CH2:15][CH2:14]2.O>C(Cl)Cl>[Br:1][CH:2]([CH3:6])[C:3]([N:23]1[C:13]2([CH2:14][CH2:15][CH2:16][CH2:17][CH2:18]2)[O:19][C:20]2[CH:28]=[CH:27][CH:26]=[CH:25][C:21]=2[C:22]1=[O:24])=[O:4]. Reported procedure: A solution of 89.1 ml of 2-bromopropionyl bromide in 95 ml of methylene chloride and a solution of 61.13 g of pyridine in 95 ml of methylene chloride are added dropwise to a suspension of 140 g of spiro[2,3-dihydro-4H-1,3-benzoxazine-2,1'-cyclohexan]-4-one in 190 ml of methylene chloride under nitrogen atmosphere at -5° C. during about 45 minutes. Then the mixture is stirred at a room temperature for 6 hours. The reaction mixture is poured into 500 ml of water and the mixture is extracted with m... Reactants: CC(CI)C (2-methylpropyl iodide), [H-].[Na+] (sodium hydride), C(C1=CC=CC=C1)OC(=O)NC1C(NC2=C(C(=N1)C1CCCCCC1)C=CC=C2)=O (3(R,S)-[(benzyloxycarbonyl)amino]-5-cycloheptyl-1,3-dihydro-2H-1,4-benzodiazepin-2-one), [H-].[Na+] (sodium hydride), CC(CI)C (2-methylpropyl iodide), CC(CI)C (2-methylpropyl iodide), [H-].[Na+] (sodium hydride). Run in petrol ethyl acetate. Run at temperature 0 celsius, time 1 hour. The product is C(C1=CC=CC=C1)OC(=O)NC1C(N(C2=C(C(=N1)C1CCCCCC1)C=CC=C2)CC(C)C)=O (3(R,S)-[(Benzyloxycarbonyl)amino]-5-cycloheptyl-1,3-dihydro-1-(2-methylpropyl)-2H-1,4-benzodiazepin-2-one). RXN SMILES: [CH2:1]([O:8][C:9]([NH:11][CH:12]1[N:18]=[C:17]([CH:19]2[CH2:25][CH2:24][CH2:23][CH2:22][CH2:21][CH2:20]2)[C:16]2[CH:26]=[CH:27][CH:28]=[CH:29][C:15]=2[NH:14][C:13]1=[O:30])=[O:10])[C:2]1[CH:7]=[CH:6][CH:5]=[CH:4][CH:3]=1.[H-].[Na+].[CH3:33][CH:34]([CH3:37])[CH2:35]I>>[CH2:1]([O:8][C:9]([NH:11][CH:12]1[N:18]=[C:17]([CH:19]2[CH2:25][CH2:24][CH2:23][CH2:22][CH2:21][CH2:20]2)[C:16]2[CH:26]=[CH:27][CH:28]=[CH:29][C:15]=2[N:14]([CH2:33][CH:34]([CH3:37])[CH3:35])[C:13]1=[O:30])=[O:10])[C:2]1[CH:7]=[CH:6][CH:5]=[CH:4][CH:3]=1 |f:1.2|. Procedure details: To a solution of 3(R,S)-[(benzyloxycarbonyl)amino]-5-cycloheptyl-1,3-dihydro-2H-1,4-benzodiazepin-2-one (1.26 g) at 0° C., under an atmosphere of nitrogen, was added sodium hydride (125 mg of a 50% dispersion in mineral oil). After stirring for 1 h at 0° C. 2-methylpropyl iodide (399 μl) was added and the mixture allowed to warm to ambient temperature over 3 h. More sodium hydride (16 mg of a 50% dispersion in mineral oil) followed by 2-methylpropyl iodide (40 μl) was added and the solution stir... The reactants are CC(C)(C)OC(=O)N1CCNCC1, [BH3-]C#N, C1CCOC1, CC(=O)O, O=CC1CC1, [Na+], O. The product is CC(C)(C)OC(=O)N1CCN(CC2CC2)CC1. RXN SMILES: [C:1]([CH3:2])([CH3:3])([CH3:4])[O:5][C:6](=[O:7])[N:8]1[CH2:9][CH2:10][NH:11][CH2:12][CH2:13]1.[C:20]([BH3-:21])#[N:22].[CH2:24]1[O:25][CH2:26][CH2:27][CH2:28]1.[CH3:29][C:30](=[O:31])[OH:32].[CH:15](=[O:16])[CH:17]1[CH2:18][CH2:19]1.[Na+:23].[OH2:14]>>[C:1]([CH3:2])([CH3:3])([CH3:4])[O:5][C:6](=[O:7])[N:8]1[CH2:9][CH2:10][N:11]([CH2:15][CH:17]2[CH2:18][CH2:19]2)[CH2:12][CH2:13]1.